This data is from the Open Reaction Database (ORD), a public repository of structured organic reaction records. The task is: describe an organic reaction: reactants, conditions, products, and yield Solvent: O (water). Conditions: temperature 0 celsius. Product: S(=O)(=O)(C1=CC=C(C)C=C1)OCC1(COC1)CC (3-[(tosyloxy) methyl]3-ethyloxetane). Starting materials: C(C)C1(COC1)CO (3-ethyl-3-hydroxymethyloxetane), N1=CC=CC=C1 (pyridine), C1(=CC=C(C=C1)S(=O)(=O)Cl)C (p-Toluene sulfonyl chloride). Reaction SMILES: [CH2:1]([C:3]1([CH2:7][OH:8])[CH2:6][O:5][CH2:4]1)[CH3:2].N1C=CC=CC=1.[C:15]1([CH3:25])[CH:20]=[CH:19][C:18]([S:21](Cl)(=[O:23])=[O:22])=[CH:17][CH:16]=1>O>[S:21]([O:8][CH2:7][C:3]1([CH2:1][CH3:2])[CH2:6][O:5][CH2:4]1)([C:18]1[CH:19]=[CH:20][C:15]([CH3:25])=[CH:16][CH:17]=1)(=[O:23])=[O:22]. Reported procedure: 3-ethyl-3-hydroxymethyloxetane (trade name of product, OXT-101®, manufactured by To a Gosei Co.; 116 g) was added to pyridine (500 mL) and cooled to 0° C. while stirring. p-Toluene sulfonyl chloride (190 g) was added divisionally for several times. After stirring for 5 hours while keeping at 0° C., the reaction mixture was poured to iced water (1 L). It was extracted with diethyl ether (500 mL), the pH was rendered acidic with 3% hydrochloric acid, and extracts were washed with water. Then, the ... Reactants: Cc1c(Nc2ccc(I)cc2F)c(NS(=O)(=O)C2(CCO[Si](C)(C)C(C)(C)C)CC2)cn(C)c1=O, C1CCOC1, Cl. Product: Cc1c(Nc2ccc(I)cc2F)c(NS(=O)(=O)C2(CCO)CC2)cn(C)c1=O. RXN SMILES: [C:1]([Si:2]([CH3:3])([CH3:4])[O:6][CH2:7][CH2:8][C:9]1([S:12](=[O:13])(=[O:14])[NH:15][c:16]2[cH:17][n:18]([CH3:33])[c:19](=[O:32])[c:20]([CH3:31])[c:21]2[NH:22][c:23]2[c:24]([F:30])[cH:25][c:26]([I:29])[cH:27][cH:28]2)[CH2:10][CH2:11]1)([CH3:5])([CH3:34])[CH3:35].[CH2:37]1[O:38][CH2:39][CH2:40][CH2:41]1.[ClH:36]>>[OH:6][CH2:7][CH2:8][C:9]1([S:12](=[O:13])(=[O:14])[NH:15][c:16]2[cH:17][n:18]([CH3:33])[c:19](=[O:32])[c:20]([CH3:31])[c:21]2[NH:22][c:23]2[c:24]([F:30])[cH:25][c:26]([I:29])[cH:27][cH:28]2)[CH2:10][CH2:11]1. The reactants are O=C([O-])[O-], CCS(=O)(=O)Cl, ClCCl, CC[N+](CC)(CC)Cc1ccccc1, CCn1ncc(C(=O)c2cc(C)c3c(c2C)C(C)(C)CCS3(=O)=O)c1O, [Cl-], [K+], [K+], O, c1cn[nH]c1. Yields the product CCn1ncc(C(=O)c2cc(C)c3c(c2C)C(C)(C)CCS3(=O)=O)c1OS(=O)(=O)CC. Reaction SMILES: [C:32](=[O:33])([O-:34])[O-:35].[CH2:38]([CH3:39])[S:40](=[O:41])(=[O:42])[Cl:43].[CH2:44]([Cl:45])[Cl:46].[CH2:49]([N+:50]([CH2:51][CH3:52])([CH2:53][CH3:54])[CH2:55][CH3:56])[c:57]1[cH:58][cH:59][cH:60][cH:61][cH:62]1.[CH3:1][C:2]1([CH3:26])[CH2:3][CH2:4][S:5](=[O:24])(=[O:25])[c:6]2[c:7]([CH3:23])[cH:8][c:9]([C:13](=[O:14])[c:15]3[cH:16][n:17][n:18]([CH2:21][CH3:22])[c:19]3[OH:20])[c:10]([CH3:12])[c:11]21.[Cl-:48].[K+:36].[K+:37].[OH2:47].[nH:27]1[cH:28][cH:29][cH:30][n:31]1>>[CH3:1][C:2]1([CH3:26])[CH2:3][CH2:4][S:5](=[O:24])(=[O:25])[c:6]2[c:7]([CH3:23])[cH:8][c:9]([C:13](=[O:14])[c:15]3[cH:16][n:17][n:18]([CH2:21][CH3:22])[c:19]3[O:20][S:40]([CH2:38][CH3:39])(=[O:41])=[O:42])[c:10]([CH3:12])[c:11]21. The reactants are C1CCC2=NCCCN2CC1, COCCOC, Cl, Cl, CS(=O)c1nc(N)nc(-c2ccco2)c1C#N, NCc1ccc2ccccc2n1. Product: N#Cc1c(NCc2ccc3ccccc3n2)nc(N)nc1-c1ccco1. RXN SMILES: [CH2:32]1[CH2:33][CH2:34][C:35]2=[N:40][CH2:39][CH2:38][CH2:37][N:36]2[CH2:41][CH2:42]1.[CH3:43][O:44][CH2:45][CH2:46][O:47][CH3:48].[ClH:18].[ClH:19].[NH2:1][c:2]1[n:3][c:4]([S:15]([CH3:16])=[O:17])[c:5]([C:13]#[N:14])[c:6](-[c:8]2[o:9][cH:10][cH:11][cH:12]2)[n:7]1.[NH2:20][CH2:21][c:22]1[n:23][c:24]2[cH:25][cH:26][cH:27][cH:28][c:29]2[cH:30][cH:31]1>>[NH2:1][c:2]1[n:3][c:4]([NH:20][CH2:21][c:22]2[n:23][c:24]3[cH:25][cH:26][cH:27][cH:28][c:29]3[cH:30][cH:31]2)[c:5]([C:13]#[N:14])[c:6](-[c:8]2[o:9][cH:10][cH:11][cH:12]2)[n:7]1. The reactants are NC1=NC(=CC(=N1)N1C[C@H](CCC1)C(=O)NC1=CC=C(C=C1)OC)C1=CC(=C(C=C1)C#N)F ((3S)-1-[2-amino-6-(4-cyano-3-fluorophenyl)-4-pyrimidinyl]-N-[4-(methyloxy)phenyl]-3-piperidinecarboxamide), CCN(C(C)C)C(C)C (Hunig's base), NN (hydrazine). Run in CCO (EtOH). Reaction conditions: temperature 150 celsius. The product is NC1=NC(=CC(=N1)N1C[C@H](CCC1)C(=O)NC1=CC=C(C=C1)OC)C1=CC=C2C(=NNC2=C1)N ((3S)-1-[2-Amino-6-(3-amino-1H-indazol-6-yl)-4-pyrimidinyl]-N-[4-(methyloxy)phenyl]-3-piperidinecarboxamide). Yield: 11.3%. As a reaction SMILES: [NH2:1][C:2]1[N:7]=[C:6]([N:8]2[CH2:13][CH2:12][CH2:11][C@H:10]([C:14]([NH:16][C:17]3[CH:22]=[CH:21][C:20]([O:23][CH3:24])=[CH:19][CH:18]=3)=[O:15])[CH2:9]2)[CH:5]=[C:4]([C:25]2[CH:30]=[CH:29][C:28]([C:31]#[N:32])=[C:27](F)[CH:26]=2)[N:3]=1.CCN(C(C)C)C(C)C.[NH2:43][NH2:44]>CCO>[NH2:1][C:2]1[N:7]=[C:6]([N:8]2[CH2:13][CH2:12][CH2:11][C@H:10]([C:14]([NH:16][C:17]3[CH:22]=[CH:21][C:20]([O:23][CH3:24])=[CH:19][CH:18]=3)=[O:15])[CH2:9]2)[CH:5]=[C:4]([C:25]2[CH:26]=[C:27]3[C:28]([C:31]([NH2:32])=[N:43][NH:44]3)=[CH:29][CH:30]=2)[N:3]=1. Reported procedure: Into a microwave tube, (3S)-1-[2-amino-6-(4-cyano-3-fluorophenyl)-4-pyrimidinyl]-N-[4-(methyloxy)phenyl]-3-piperidinecarboxamide (190 mg, 0.426 mmol), 3 mL of EtOH, Hunig's base (0.223 mL, 1.28 mmol), and hydrazine anhydrous (0.053 ml, 1.702 mmol) were added, and the yellow mixture was heated to 150° C. for 180 minutes in microwave. The solution turned black. LCMS showed mainly product. The black solids were filtered and the yellow filtrate was evaporated. The resulting yellow residue was dissol... The reactants are COC(=O)CCCBr, O=C([O-])[O-], CCOC(C)=O, COC(=O)c1ccc(Cl)cc1NC(=O)OC(C)(C)C, [Cs+], [Cs+], CN(C)C=O, O. The product is COC(=O)CCCN(C(=O)OC(C)(C)C)c1cc(Cl)ccc1C(=O)OC. RXN SMILES: [Br:1][CH2:2][CH2:3][CH2:4][C:5](=[O:6])[O:7][CH3:8].[C:28](=[O:29])([O-:30])[O-:31].[CH3:39][CH2:40][O:41][C:42](=[O:43])[CH3:44].[CH3:9][O:10][C:11]([c:12]1[c:13]([NH:19][C:20](=[O:21])[O:22][C:23]([CH3:24])([CH3:25])[CH3:26])[cH:14][c:15]([Cl:18])[cH:16][cH:17]1)=[O:27].[Cs+:32].[Cs+:33].[O:34]=[CH:35][N:36]([CH3:37])[CH3:38].[OH2:45]>>[CH2:2]([CH2:3][CH2:4][C:5](=[O:6])[O:7][CH3:8])[N:19]([c:13]1[c:12]([C:11]([O:10][CH3:9])=[O:27])[cH:17][cH:16][c:15]([Cl:18])[cH:14]1)[C:20](=[O:21])[O:22][C:23]([CH3:24])([CH3:25])[CH3:26]. The reactants are CC1=C(C(CCC1)(C)C)/C=C/C(=O)C (β-ionone), S(O)(O)(=O)=O (sulfuric acid), aα-ionol, [OH-].[Na+] (sodium hydroxide). Product: CC1=C(C(CCC1)(C)C)/C=C/C(C)O (β-Ionol). As a reaction SMILES: [CH3:1][C:2]1[CH2:7][CH2:6][CH2:5][C:4]([CH3:9])([CH3:8])[C:3]=1/[CH:10]=[CH:11]/[C:12]([CH3:14])=[O:13].[OH-].[Na+].S(=O)(=O)(O)O>>[CH3:1][C:2]1[CH2:7][CH2:6][CH2:5][C:4]([CH3:8])([CH3:9])[C:3]=1/[CH:10]=[CH:11]/[CH:12]([OH:13])[CH3:14] |f:1.2|. Reported procedure: β-Ionol was synthesized from β-ionone as described above for synthesis for aα-ionol with the following modification: 20% sodium hydroxide solution was used to hydrolyze the reaction complex in place of the sulfuric acid solution and the separated organic layer was neutralized by washing with water. α-Ionol thus prepared had the following constants: boiling point, 78° C./0.2 mm; nD25 1.4975; yield 5.9 g. Infrared spectrum and GC retention time was identical to that of a commercially available sam... The reactants are C(=O)N(CC(=O)O)C1=CC=CC=C1 (N-formyl-N-phenylglycine), C(C#C)(=O)OCC (ethyl propiolate), C(C)(=O)OC(C)=O (acetic anhydride). Yields the product C1(=CC=CC=C1)N1C=C(C=C1)C(=O)OCC (Ethyl 1-phenyl-3-pyrrolecarboxylate). Isolated yield 89.6%. RXN SMILES: [CH:1]([N:3]([C:8]1[CH:13]=[CH:12][CH:11]=[CH:10][CH:9]=1)[CH2:4][C:5](O)=O)=O.[C:14]([O:18][CH2:19][CH3:20])(=[O:17])[C:15]#C.C(OC(=O)C)(=O)C>>[C:8]1([N:3]2[CH:4]=[CH:5][C:15]([C:14]([O:18][CH2:19][CH3:20])=[O:17])=[CH:1]2)[CH:13]=[CH:12][CH:11]=[CH:10][CH:9]=1. Procedure: From 2.69 g (15 mmol) of N-formyl-N-phenylglycine, 5.47 g (55.8 mmol) of ethyl propiolate and 15 ml of acetic anhydride, 2.894 g of the title compound were obtained in a similar manner as in Referential Example 3 (yield: 89.6%). Starting materials: [N+](=O)([O-])C1=CC(=C2NC(C(NC2=C1)=O)=O)CN(C(CCC(=O)O)=O)C (N-(7-nitro-2,3-dioxo-1,2,3,4-tetrahydroquinoxalin-5-ylmethyl)-N-methyl-succinic acid amide). Solvent: C(Cl)Cl.CO.C(C)(=O)O (methylene chloride methanol acetic acid). The product is [N+](=O)([O-])C1=CC(=C2NC(C(NC2=C1)=O)=O)CNC(C=1C(C(=O)O)=CC=CC1)=O (N-(7-nitro-2,3-dioxo-1,2,3,4-tetrahydroquinoxalin-5-yl methyl)-phthalic acid amide). RXN SMILES: [N+:1]([C:4]1[CH:13]=[C:12]2[C:7]([NH:8][C:9](=[O:15])[C:10](=[O:14])[NH:11]2)=[C:6]([CH2:16][N:17](C)[C:18](=[O:24])[CH2:19][CH2:20][C:21]([OH:23])=[O:22])[CH:5]=1)([O-:3])=[O:2]>C(Cl)Cl.CO.C(O)(=O)C>[N+:1]([C:4]1[CH:13]=[C:12]2[C:7]([NH:8][C:9](=[O:15])[C:10](=[O:14])[NH:11]2)=[C:6]([CH2:16][NH:17][C:18](=[O:24])[C:19]2[C:20](=[CH:13][CH:4]=[CH:5][CH:6]=2)[C:21]([OH:23])=[O:22])[CH:5]=1)([O-:3])=[O:2] |f:1.2.3|. Reported procedure: N-(7-nitro-2,3-dioxo-1,2,3,4-tetrahydroquinoxalin-5-ylmethyl)-N-methyl-succinic acid amide, FAB-MS: M+ =350; TLC: methylene chloride/methanol/acetic acid (80:18:2) Rf =0.46.